This data is from the Open Reaction Database (ORD), a public repository of structured organic reaction records. The task is: describe an organic reaction: reactants, conditions, products, and yield The reactants are CNC (dimethylamine), CC1(C(=O)OC(C1)=O)C (2,2-dimethylsuccinic anhydride). The solvent is O1CCCC1 (tetrahydrofuran), O1CCCC1 (tetrahydrofuran). Reaction conditions: time 16 hour. The product is CN(C(CC(C(=O)O)(C)C)=O)C (4-(Dimethylamino)-2,2-dimethyl-4-oxobutanoic acid). Reaction SMILES: [CH3:1][NH:2][CH3:3].[CH3:4][C:5]1([CH3:12])[CH2:10][C:9](=[O:11])[O:8][C:6]1=[O:7]>O1CCCC1>[CH3:1][N:2]([CH3:3])[C:9](=[O:11])[CH2:10][C:5]([CH3:12])([CH3:4])[C:6]([OH:8])=[O:7]. Procedure: To a stirred solution of dimethylamine (6.8 g, 150 mmol) in tetrahydrofuran (150 ml) at 0° C. was added dropwise a solution of 2,2-dimethylsuccinic anhydride (4.8 g, 37.5 mmol) in tetrahydrofuran (50 ml) and reaction mixture stirred for about 16 hours at ambient temperature. The solvent was removed in vacuo and the residue was washed with 6N hydrochloric acid (5 ml) and methylene chloride was added to dissolve the precipitate. The solution was washed with saturated aqueous sodium chloride (2×25 ... Reactants: C(=O)(Cl)Cl (phosgene), NC(=C(C)C#N)C(CC)CC (3-amino-2-cyano-4-ethyl-2-hexene). Solvent: C1(=CC=CC=C1)C (toluene), C1(=CC=CC=C1)C (toluene). Conditions: temperature 25 celsius. The product is N\C(=C(/C(=O)Cl)\C#N)\C(CC)CC ((2Z)-3-Amino-2-cyano-4-ethyl-2-hexenoyl chloride). RXN SMILES: [C:1]([Cl:4])(Cl)=[O:2].[NH2:5][C:6]([CH:11]([CH2:14][CH3:15])[CH2:12][CH3:13])=[C:7]([C:9]#[N:10])C>C1(C)C=CC=CC=1>[NH2:5]/[C:6](/[CH:11]([CH2:14][CH3:15])[CH2:12][CH3:13])=[C:7](/[C:9]#[N:10])\[C:1]([Cl:4])=[O:2]. Procedure: 250 ml toluene were cooled to 0° C. and 40 g (0.4 mol) of phosgene were added. After warming up to 25° C., 13.8 g (0.1 mol) of 3-amino-2-cyano-4-ethyl-2-hexene in toluene were added. The reaction mixture was heated at 70° C. for 4 h, then the unreacted phosgene was removed by blowing out with dry N2. After cooling to 25° C. the product precipitated. Filtration and washing with diethyl ether gave 12 g (60% of theory) of the title compound as a yellow solid (m. p. 102° C.). Starting materials: NC1=CC=CC=C1 (aniline), BrCC(=O)OCC (ethyl bromoacetate), C(C)(=O)[O-].[Na+] (sodium acetate). The solvent is C(C)O (ethanol). The product is crude residue, C1(=CC=CC=C1)NCC(=O)OCC (N-phenylglycine, Ethyl ester). Isolated yield 3.3%. As a reaction SMILES: [NH2:1][C:2]1[CH:7]=[CH:6][CH:5]=[CH:4][CH:3]=1.Br[CH2:9][C:10]([O:12][CH2:13][CH3:14])=[O:11].C([O-])(=O)C.[Na+]>C(O)C>[C:2]1([NH:1][CH2:9][C:10]([O:12][CH2:13][CH3:14])=[O:11])[CH:7]=[CH:6][CH:5]=[CH:4][CH:3]=1 |f:2.3|. Procedure: To a solution of aniline (9.7 g, 104 mmol) and ethyl bromoacetate (16.3 g, 98 mmol) in 150 mL of absolute ethanol was added solid sodium acetate (8.1 g, 99 mmol) in portions. After stirring at room temperature, the solvent was removed by rotary evaporator and the residue suspended in diethyl ether, filtered through Celite and concentrated. Chromatography of the crude residue on silica gel using 20-80 ethyl acetate-hexane as eluant gave the title compound (580 mg) as a light brown solid. The stru...